This data is from the Open Reaction Database (ORD), a public repository of structured organic reaction records. The task is: describe an organic reaction: reactants, conditions, products, and yield Reactants: C(C)(=O)O[C@@H]1OC=C([C@@H]2[C@@H]1C(=CC2)COC(C)=O)C(=O)OC (methyl (1S, 4aS, 7aR)-1-acetoxy-7-(acetoxymethyl)-1, 4a, 5, 7a-tetrahydrocyclopenta[c]pyran-4-carboxylate), [H][H] (hydrogen). The reagents and catalysts are [OH-].[OH-].[Pd+2] (Pd(OH)2). The solvent is C(C)(=O)OCC (ethyl acetate). Yields the product CC1CC[C@H]2[C@@H]1COC=C2C(=O)OC (methyl (4aS, 7aR)-1, 4a, 5, 6, 7, 7a-hexahydro-7-methylcyclopenta[c]pyran-4-carboxylate). Isolated yield 81.5%. RXN SMILES: C(O[C@H:5]1[C@H:10]2[C:11]([CH2:14]OC(=O)C)=[CH:12][CH2:13][C@@H:9]2[C:8]([C:19]([O:21][CH3:22])=[O:20])=[CH:7][O:6]1)(=O)C.[H][H]>C(OCC)(=O)C.[OH-].[OH-].[Pd+2]>[CH3:14][CH:11]1[C@H:10]2[CH2:5][O:6][CH:7]=[C:8]([C:19]([O:21][CH3:22])=[O:20])[C@H:9]2[CH2:13][CH2:12]1 |f:3.4.5|. Reported procedure: After methyl (1S, 4aS, 7aR)-1-acetoxy-7-(acetoxymethyl)-1, 4a, 5, 7a-tetrahydrocyclopenta[c]pyran-4-carboxylate (100 mg, 0.0003 mol) obtained in Example 21 was dissolved in 5 ml of ethyl acetate, 20% Pd(OH)2 -C (5 mg) was added to the solution, and the reaction mixture was stirred for 24 hours in a hydrogen gas atmosphere of 1 atm. The catalyst was removed by celite filtration and the filtrate was concentrated. The residual substance was purified by chromatography using silica gel, and the solve... Reactants: C(C)(=O)N[C@H]1[C@@H](CCCC1)NS(=O)(=O)C1=CC=C(C=C1)C (trans-N-(2-ACETAMIDOCYCLOHEXYL)-p-TOLUENESULFONAMIDE), [H-].[Al+3].[Li+].[H-].[H-].[H-] (lithium aluminium hydride), CCOCC (ether). Run in O (water). The product is C(C)N[C@H]1[C@@H](CCCC1)NS(=O)(=O)C1=CC=C(C=C1)C (trans N-(2-ETHYLAMINOCYCLOHEXYL)-p-TOLUENESULFONAMIDE). RXN SMILES: [C:1]([NH:4][C@@H:5]1[CH2:10][CH2:9][CH2:8][CH2:7][C@H:6]1[NH:11][S:12]([C:15]1[CH:20]=[CH:19][C:18]([CH3:21])=[CH:17][CH:16]=1)(=[O:14])=[O:13])(=O)[CH3:2].[H-].[Al+3].[Li+].[H-].[H-].[H-].CCOCC>O>[CH2:1]([NH:4][C@@H:5]1[CH2:10][CH2:9][CH2:8][CH2:7][C@H:6]1[NH:11][S:12]([C:15]1[CH:16]=[CH:17][C:18]([CH3:21])=[CH:19][CH:20]=1)(=[O:13])=[O:14])[CH3:2] |f:1.2.3.4.5.6|. Procedure: Twenty-three grams of trans-N-(2-ACETAMIDOCYCLOHEXYL)-p-TOLUENESULFONAMIDE was added in portions to a stirred suspension of 7 grams of lithium aluminium hydride and 500ml of anhydrous ether. The mixture was stirred and refluxed for 17 hours. The mixture was decomposed by dropwise addition of water and filtered. The filter cake was extracted with a total of 750 ml of boiling ethyl acetate. The organic portions were combined, dried over magnesium sulfate, then evaporated to dryness. The residue wa... The reactants are C(=O)([O-])[O-].[K+].[K+] (K2CO3), BrCC(=O)OCC (ethyl bromoacetate), C(C1=CC=CC=C1)OC(=O)N1CC2=C(C=CC(=C2CC1)F)Br (8-bromo-5-fluoro-3,4-dihydro-1H-isoquinoline-2-carboxylic acid benzyl ester), OC1=CC=C(C=C1)B(O)O (4-hydroxybenzeneboronic acid), C([O-])([O-])=O.[Na+].[Na+] (sodium carbonate), [OH-].[Na+] (NaOH). The reagents and catalysts are [Pd].C1(=CC=CC=C1)P(C1=CC=CC=C1)C1=CC=CC=C1.C1(=CC=CC=C1)P(C1=CC=CC=C1)C1=CC=CC=C1.C1(=CC=CC=C1)P(C1=CC=CC=C1)C1=CC=CC=C1.C1(=CC=CC=C1)P(C1=CC=CC=C1)C1=CC=CC=C1 (tetrakis(triphenylphosphine) palladium (0)). Solvent: CN(C)C=O (DMF), C(=O)O (Formic acid), C1(=CC=CC=C1)C.CO.O (toluene MeOH water). Conditions: temperature 100 celsius. Product: C(C1=CC=CC=C1)OC(=O)N1CC2=C(C=CC(=C2CC1)F)C1=CC=C(C=C1)OCC(=O)O (8-(4-Carboxymethoxy-phenyl)-5-fluoro-3,4-dihydro-1H-isoquinoline-2-carboxylic acid benzyl ester). RXN SMILES: [CH2:1]([O:8][C:9]([N:11]1[CH2:20][CH2:19][C:18]2[C:13](=[C:14](Br)[CH:15]=[CH:16][C:17]=2[F:21])[CH2:12]1)=[O:10])[C:2]1[CH:7]=[CH:6][CH:5]=[CH:4][CH:3]=1.[OH:23][C:24]1[CH:29]=[CH:28][C:27](B(O)O)=[CH:26][CH:25]=1.C(=O)([O-])[O-].[Na+].[Na+].C([O-])([O-])=O.[K+].[K+].Br[CH2:46][C:47]([O:49]CC)=[O:48].[OH-].[Na+]>C1(C)C=CC=CC=1.CO.O.CN(C=O)C.[Pd].C1(P(C2C=CC=CC=2)C2C=CC=CC=2)C=CC=CC=1.C1(P(C2C=CC=CC=2)C2C=CC=CC=2)C=CC=CC=1.C1(P(C2C=CC=CC=2)C2C=CC=CC=2)C=CC=CC=1.C1(P(C2C=CC=CC=2)C2C=CC=CC=2)C=CC=CC=1.C(O)=O>[CH2:1]([O:8][C:9]([N:11]1[CH2:20][CH2:19][C:18]2[C:13](=[C:14]([C:27]3[CH:28]=[CH:29][C:24]([O:23][CH2:46][C:47]([OH:49])=[O:48])=[CH:25][CH:26]=3)[CH:15]=[CH:16][C:17]=2[F:21])[CH2:12]1)=[O:10])[C:2]1[CH:7]=[CH:6][CH:5]=[CH:4][CH:3]=1 |f:2.3.4,5.6.7,9.10,11.12.13,15.16.17.18.19|. Procedure details: To a mixture under N2 of 8-bromo-5-fluoro-3,4-dihydro-1H-isoquinoline-2-carboxylic acid benzyl ester (72.8 mg, 0.2 mmol, 1.0 eq.), 4-hydroxybenzeneboronic acid (41.4 mg, 0.3 mmol, 1.5 eq.) and sodium carbonate (127.2 mg, 1.2 mmol, 6.0 eq.) in toluene/MeOH/water 20:4:1 (4 mL), tetrakis(triphenylphosphine) palladium (0) (17.4 mg, 0.015 mmol, 0.08 eq) was added and the mixture was stirred under reflux at 100° C. for 72 hours. The mixture was allowed to cool to r.t. and concentrated in vacuo. The re... Reactants: COc1cccc(OC)c1C(c1c(OC)cccc1OC)C(c1c(OC)cccc1OC)c1c(OC)cccc1OC, ClCCl, O. Product: COc1cccc(OC)c1C(=C(c1c(OC)cccc1OC)c1c(OC)cccc1OC)c1c(OC)cccc1OC. As a reaction SMILES: [CH3:1][O:2][c:3]1[c:4]([CH:11]([CH:12]([c:13]2[c:14]([O:21][CH3:22])[cH:15][cH:16][cH:17][c:18]2[O:19][CH3:20])[c:23]2[c:24]([O:31][CH3:32])[cH:25][cH:26][cH:27][c:28]2[O:29][CH3:30])[c:33]2[c:34]([O:41][CH3:42])[cH:35][cH:36][cH:37][c:38]2[O:39][CH3:40])[c:5]([O:9][CH3:10])[cH:6][cH:7][cH:8]1.[Cl:44][CH2:45][Cl:46].[OH2:43]>>[CH3:1][O:2][c:3]1[c:4]([C:11](=[C:12]([c:13]2[c:14]([O:21][CH3:22])[cH:15][cH:16][cH:17][c:18]2[O:19][CH3:20])[c:23]2[c:24]([O:31][CH3:32])[cH:25][cH:26][cH:27][c:28]2[O:29][CH3:30])[c:33]2[c:34]([O:41][CH3:42])[cH:35][cH:36][cH:37][c:38]2[O:39][CH3:40])[c:5]([O:9][CH3:10])[cH:6][cH:7][cH:8]1. Starting materials: C(C1=CC=CC=C1)N1CCC2=CC(=CC=C12)O (1-benzylindolin-5-ol), COC1=CC=C(C=C1)N=C=O (4-methoxyphenylisocyanate), Example 2 ( 2 ). The product is COC1=CC=C(C=C1)NC(OC=1C=C2CCN(C2=CC1)CC1=CC=CC=C1)=O (1-benzylindolin-5-yl 4-methoxyphenylcarbamate), solid. Isolated yield 27.0%. As a reaction SMILES: [CH2:1]([N:8]1[C:16]2[C:11](=[CH:12][C:13]([OH:17])=[CH:14][CH:15]=2)[CH2:10][CH2:9]1)[C:2]1[CH:7]=[CH:6][CH:5]=[CH:4][CH:3]=1.[CH3:18][O:19][C:20]1[CH:25]=[CH:24][C:23]([N:26]=[C:27]=[O:28])=[CH:22][CH:21]=1>>[CH3:18][O:19][C:20]1[CH:25]=[CH:24][C:23]([NH:26][C:27](=[O:28])[O:17][C:13]2[CH:12]=[C:11]3[C:16](=[CH:15][CH:14]=2)[N:8]([CH2:1][C:2]2[CH:3]=[CH:4][CH:5]=[CH:6][CH:7]=2)[CH2:9][CH2:10]3)=[CH:22][CH:21]=1. Reported procedure: The title compound was synthesized from 1-benzylindolin-5-ol (30.0 mg, 0.133 mmol) using the same procedure employed for Example 2 (2), but with 4-methoxyphenylisocyanate instead of 4-isopropylphenylisocyanate. The product was obtained as a white solid (13.2 mg, 27%) having the following characteristics. Starting materials: CN1C=CC2=CC=CC(=C12)CC(=O)N (2-(1-methyl-1H-indol-7-yl)-acetamide), COC(C(=O)C1=CNC2=CC=CC(=C12)OC)=O ((4-methoxy-1H-indol-3-yl)-oxo-acetic acid methyl ester), solution, CC(C)([O-])C.[K+] (potassium-tert-butoxide), C1CCOC1 (THF). The solvent is CN(C)C=O (DMF). Run at temperature 60 celsius. Yields the product COC1=C2C(=CNC2=CC=C1)C=1C(NC(C1C=1C=CC=C2C=CN(C12)C)=O)=O (3-(4-Methoxy-1H-indol-3-yl)-4-(1-methyl-1H-indol-7-yl)-pyrrole-2,5-dione). The yield is 39.7%. Reaction SMILES: [CH3:1][N:2]1[C:10]2[C:5](=[CH:6][CH:7]=[CH:8][C:9]=2[CH2:11][C:12]([NH2:14])=[O:13])[CH:4]=[CH:3]1.C[O:16][C:17](=O)[C:18]([C:20]1[C:28]2[C:23](=[CH:24][CH:25]=[CH:26][C:27]=2[O:29][CH3:30])[NH:22][CH:21]=1)=O.CC(C)([O-])C.[K+].C1COCC1>CN(C=O)C>[CH3:30][O:29][C:27]1[CH:26]=[CH:25][CH:24]=[C:23]2[C:28]=1[C:20]([C:18]1[C:17](=[O:16])[NH:14][C:12](=[O:13])[C:11]=1[C:9]1[CH:8]=[CH:7][CH:6]=[C:5]3[C:10]=1[N:2]([CH3:1])[CH:3]=[CH:4]3)=[CH:21][NH:22]2 |f:2.3|. Procedure details: To a solution of 2-(1-methyl-1H-indol-7-yl)-acetamide (0.539 g, 2.87 mmol) and (4-methoxy-1H-indol-3-yl)-oxo-acetic acid methyl ester (0.656 g, 2.81 mmol) in DMF (40 mL) under N2 was added a 1.0 M solution of potassium-tert-butoxide in THF (10 mL, 10 mmol) dropwise over 5 minutes. The mixture was heated at 60° C. for 15 h, quenched with 1N HCl (excess) and poured into EtOAc. The organic layer was separated, washed with water (3×), saturated aq NaHCO3, and brine, dried (MgSO4), filtered and conce...